Dataset: the Open Reaction Database (ORD), a public repository of structured organic reaction records. Task: describe an organic reaction: reactants, conditions, products, and yield Starting materials: [F-].C(CCC)[N+](CCCC)(CCCC)CCCC (tetra-n-butylammonium fluoride), C1CCOC1 (THF), C1(=CC=CC=C1)C1(CCCCC1)CCC(=O)O (3-(1-phenylcyclohexyl)propanoic acid), CC1(OC[C@H](O1)COC1=C(C=C(C(NO)=N)C=C1C)C)C ((R)-4-((2,2-dimethyl-1,3-dioxolan-4-yl)methoxy)-N-hydroxy-3,5-dimethylbenzimidamide), C(C)(C)N=C=NC(C)C (N,N′-diisopropylcarbodiimide). Procedure details: A solution of 3-(1-(4-fluorophenyl)cyclohexyl)propanoic acid (20 mg, 0.08 mmol, Preparation 1C) and (R)-4-((2,2-dimethyl-1,3-dioxolan-4-yl)methoxy)-N-hydroxy-3,5-dimethylbenzimidamide (23.5 mg, 0.08 mmol) in dichloromethane (1.5 mL) was treated with N,N′-diisopropylcarbodiimide (15 μL, 0.096 mmol). The reaction mixture was stirred at room temperature for 2 h and then treated with a solution of 1N tetra-n-butylammonium fluoride in THF (40 μL, 0.04 mmol). After 3.5 h, the reaction mixture was conc... As a reaction SMILES: [C:1]1([C:7]2(CCC(O)=O)[CH2:12][CH2:11][CH2:10][CH2:9][CH2:8]2)[CH:6]=C[CH:4]=[CH:3][CH:2]=1.CC1(C)[O:23][C@H:22]([CH2:24][O:25][C:26]2[C:35]([CH3:36])=[CH:34][C:29]([C:30](=[NH:33])[NH:31][OH:32])=[CH:28][C:27]=2[CH3:37])[CH2:21][O:20]1.C(N=C=NC(C)C)(C)C.[F-:48].C([N+](CCCC)(CCCC)CCCC)CCC.[CH2:66]1[CH2:70][O:69][CH2:68][CH2:67]1>ClCCl>[OH:23][C@@H:22]([CH2:21][OH:20])[CH2:24][O:25][C:26]1[C:27]([CH3:37])=[CH:28][C:29]([C:30]2[N:33]=[C:4]([CH2:3][CH2:2][C:1]3([C:7]4[CH:12]=[CH:11][C:10]([F:48])=[CH:9][CH:8]=4)[CH2:6][CH2:68][CH2:67][CH2:66][C:70]3=[O:69])[O:32][N:31]=2)=[CH:34][C:35]=1[CH3:36] |f:3.4|. Reaction conditions: time 2 hour. The product is O[C@H](COC1=C(C=C(C=C1C)C1=NOC(=N1)CCC1(C(CCCC1)=O)C1=CC=C(C=C1)F)C)CO (2-(2-(3-(4-((S)-2,3-dihydroxypropoxy)-3,5-dimethylphenyl)-1,2,4-oxadiazol-5-yl)ethyl)-2-(4-fluorophenyl)cyclohexanone). Yield: 28.0%. The solvent is ClCCl (dichloromethane). The reactants are Cc1ccc(O)cc1C, COCCOCCOC, COc1cc2nccc(Cl)c2cc1OC, [Na+], [OH-]. The product is COc1cc2nccc(Oc3ccc(C)c(C)c3)c2cc1OC. RXN SMILES: [CH3:16][c:17]1[cH:18][cH:19][c:20]([OH:21])[cH:22][c:23]1[CH3:24].[CH3:27][O:28][CH2:29][CH2:30][O:31][CH2:32][CH2:33][O:34][CH3:35].[Cl:1][c:2]1[cH:3][cH:4][n:5][c:6]2[cH:7][c:8]([O:14][CH3:15])[c:9]([O:12][CH3:13])[cH:10][c:11]12.[Na+:26].[OH-:25]>>[c:2]1([O:21][c:20]2[cH:19][cH:18][c:17]([CH3:16])[c:23]([CH3:24])[cH:22]2)[cH:3][cH:4][n:5][c:6]2[cH:7][c:8]([O:14][CH3:15])[c:9]([O:12][CH3:13])[cH:10][c:11]12. The reactants are C(C)(C)(C)OC(=O)N1C[C@@H](CC1)[C@@H]1OC1 ((R)—(S)-3-Oxiranylpyrrolidine-1-carboxylic acid t-butyl ester), C[S-].[Na+] (sodium methyl mercaptide). Run in CN(C)C=O (DMF). Conditions: temperature 50 celsius, time 3 hour. Yields the product C(C)(C)(C)OC(=O)N1C[C@@H](CC1)[C@@H](CSC)O ((R)-3-((S)-1-Hydroxy-2-methylsulfanylethyl)pyrrolidine-1-carboxylic Acid t-Butyl Ester). The yield is 57.0%. Reaction SMILES: [C:1]([O:5][C:6]([N:8]1[CH2:12][CH2:11][C@@H:10]([C@H:13]2[CH2:15][O:14]2)[CH2:9]1)=[O:7])([CH3:4])([CH3:3])[CH3:2].[CH3:16][S-:17].[Na+]>CN(C=O)C>[C:1]([O:5][C:6]([N:8]1[CH2:12][CH2:11][C@@H:10]([C@H:13]([OH:14])[CH2:15][S:17][CH3:16])[CH2:9]1)=[O:7])([CH3:4])([CH3:3])[CH3:2] |f:1.2|. Reported procedure: (R)—(S)-3-Oxiranylpyrrolidine-1-carboxylic acid t-butyl ester (1.0 g, 4.7 mmol, 1.0 eq.) in DMF (10 mL) was combined with sodium methyl mercaptide (2.5 g, 14.1 mmol, 3.0 eq.), and the resulting mixture was stirred at 50° C. for 3 hours under nitrogen. Upon completion of the reaction, the mixture was concentrated under vacuum, extracted with EtOAc, washed with saturated aqueous NaCl and water, dried, and concentrated. The crude product was purified by preparative HPLC (MeCN:EtOH=4:6) to yield the... Reactants: Cl.ClC=1N=C(SC1NC1CC1)C=1C=NC=CC1 (4-chloro-N-cyclopropyl-2-(pyridin-3-yl)thiazol-5-amine HCl salt), CSCCC(=O)Cl (3-(methylthio)propanoyl chloride), C(=O)(O)[O-].[Na+] (NaHCO3). Reagents/catalysts: CN(C)C=1C=CN=CC1 (DMAP). Run in CH2ClCH2Cl, C(C)(=O)OCC (ethyl acetate). Run at time 1 hour. The product is ClC=1N=C(SC1N(C(CCSC)=O)C1CC1)C=1C=NC=CC1 (N-(4-chloro-2-(pyridin-3-yl)thiazol-5-yl)-N-cyclopropyl-3-(methylthio)propanamide). Isolated yield 23.2%. RXN SMILES: Cl.[Cl:2][C:3]1[N:4]=[C:5]([C:12]2[CH:13]=[N:14][CH:15]=[CH:16][CH:17]=2)[S:6][C:7]=1[NH:8][CH:9]1[CH2:11][CH2:10]1.[CH3:18][S:19][CH2:20][CH2:21][C:22](Cl)=[O:23].C([O-])(O)=O.[Na+]>CN(C1C=CN=CC=1)C.C(OCC)(=O)C>[Cl:2][C:3]1[N:4]=[C:5]([C:12]2[CH:13]=[N:14][CH:15]=[CH:16][CH:17]=2)[S:6][C:7]=1[N:8]([CH:9]1[CH2:11][CH2:10]1)[C:22](=[O:23])[CH2:21][CH2:20][S:19][CH3:18] |f:0.1,3.4|. Procedure: To a solution of 4-chloro-N-cyclopropyl-2-(pyridin-3-yl)thiazol-5-amine HCl salt (288 mg, 1 mmol) and DMAP (305 mg, 2.500 mmol) in CH2ClCH2Cl (1 mL) was added 3-(methylthio)propanoyl chloride (166 mg, 1.200 mmol), and the mixture stirred at room temperature for 1 h. The mixture was diluted with ethyl acetate, mixed with aqueous NaHCO3 (10 mL). The organic phase was separated, rinsed with brine (2×), dried over MgSO4 and concentrated in vacuo to give a yellow gum. This gum was purified on reverse... Starting materials: product, [OH-].[Na+] (sodium hydroxide), SC=1SC(=NN1)S (2,5-Dimercapto-1,3,4-thiadiazole), C(C)(C)O (isopropanol), C1C(C)O1 (Propylene oxide). Run in O (water). The product is OC=1SC(=NN1)SCC(C)O (2-hydroxy-5-(2-hydroxypropylthio)-1,3,4-thiadiazole). As a reaction SMILES: S[C:2]1[S:3][C:4]([SH:7])=[N:5][N:6]=1.[CH:8]([OH:11])([CH3:10])[CH3:9].C1[O:15]C1C.[OH-].[Na+]>O>[OH:15][C:2]1[S:3][C:4]([S:7][CH2:9][CH:8]([OH:11])[CH3:10])=[N:5][N:6]=1 |f:3.4|. Reported procedure: 2,5-Dimercapto-1,3,4-thiadiazole (DMTD) (276.21 g, 1.84 mol) and isopropanol (400 ml) were charged to a reaction flask fitted with a reflux condenser. Propylene oxide (22.8 g, 3.84 mol) was added, with stirring, at a rate to maintain reflux. The reaction was stirred for 15 min. and then solvent was stripped under reduced pressure by rotary evaporation. This intermediate product (157.5 g, 0.592 mol), water (100 ml) and sodium hydroxide (23.7 g) were charged to a reaction flask and stirred until h... Starting materials: O(C1=CC=CC=C1)C1=CC=C(OC[C@H](C)O)C=C1 ((S)-(+)-1-(4-phenoxyphenoxy)-2-propanol), ClC1=NC=CC=C1 (2-chloropyridine). Yields the product C[C@@H](COC1=CC=C(C=C1)OC1=CC=CC=C1)OC1=NC=CC=C1 ((S)-(+)-2-[1-methyl-2-(4-phenoxyphenoxy)ethoxy]pyridine). As a reaction SMILES: [O:1]([C:8]1[CH:18]=[CH:17][C:11]([O:12][CH2:13][C@@H:14]([OH:16])[CH3:15])=[CH:10][CH:9]=1)[C:2]1[CH:7]=[CH:6][CH:5]=[CH:4][CH:3]=1.Cl[C:20]1[CH:25]=[CH:24][CH:23]=[CH:22][N:21]=1>>[CH3:15][C@H:14]([O:16][C:20]1[CH:25]=[CH:24][CH:23]=[CH:22][N:21]=1)[CH2:13][O:12][C:11]1[CH:17]=[CH:18][C:8]([O:1][C:2]2[CH:3]=[CH:4][CH:5]=[CH:6][CH:7]=2)=[CH:9][CH:10]=1. Procedure details: The resulting oily substance containing (S)-(+)-1-(4-phenoxyphenoxy)-2-propanol was reacted with 2-chloropyridine in the same manner as described in Example 1 to give (S)-(+)-2-[1-methyl-2-(4-phenoxyphenoxy)ethoxy]pyridine. The reactants are C(C)(C)(C)OC(=O)N/C=1/C\C(=C/C2=C(\N1)C=C(C=C2)C2=CC=C(C=C2)C(=O)N2CCCC2)\C(=O)O ((1E,4E)-2-(tert-butoxycarbonylamino)-8-(4-(pyrrolidine-1-carbonyl)phenyl)-3H-benzo[b]azepine-4-carboxylic acid), [Si](C)(C)(C(C)(C)C)OC(CNCCC)C (2-(tert-butyldimethylsilyloxy)-N-propylpropan-1-amine). Yields the product N/C=1/C\C(=C/C2=C(\N1)C=C(C=C2)C2=CC=C(C=C2)C(=O)N2CCCC2)\C(=O)N(CCC)CC(C)O ((1E,4E)-2-amino-N-(2-hydroxypropyl)-N-propyl-8-(4-(pyrrolidine-1-carbonyl)phenyl)-3H-benzo[b]azepine-4-carboxamide). Reaction SMILES: C(OC([NH:8][C:9]1[CH2:10][C:11]([C:33](O)=[O:34])=[CH:12][C:13]2[CH:19]=[CH:18][C:17]([C:20]3[CH:25]=[CH:24][C:23]([C:26]([N:28]4[CH2:32][CH2:31][CH2:30][CH2:29]4)=[O:27])=[CH:22][CH:21]=3)=[CH:16][C:14]=2[N:15]=1)=O)(C)(C)C.[Si]([O:43][CH:44]([CH3:50])[CH2:45][NH:46][CH2:47][CH2:48][CH3:49])(C(C)(C)C)(C)C>>[NH2:8][C:9]1[CH2:10][C:11]([C:33]([N:46]([CH2:45][CH:44]([OH:43])[CH3:50])[CH2:47][CH2:48][CH3:49])=[O:34])=[CH:12][C:13]2[CH:19]=[CH:18][C:17]([C:20]3[CH:21]=[CH:22][C:23]([C:26]([N:28]4[CH2:32][CH2:31][CH2:30][CH2:29]4)=[O:27])=[CH:24][CH:25]=3)=[CH:16][C:14]=2[N:15]=1. Procedure details: The title compound was prepared by the procedures as described in Example 101 (Steps H and I) using (1E,4E)-2-(tert-butoxycarbonylamino)-8-(4-(pyrrolidine-1-carbonyl)phenyl)-3H-benzo[b]azepine-4-carboxylic acid and 2-(tert-butyldimethylsilyloxy)-N-propylpropan-1-amine. MS APCI(+) m/z 475 (M+1) detected; 1H-NMR (400 MHz, CDCl3) δ 7.67 (d, 2H), 7.60 (d, 2H), 7.49 (s, 1H), 7.29-7.34 (m, 2H), 6.87 (s, 1H), 4.11 (br s, 1H), 3.48-3.71 (m, 7H), 3.29 (dd, 1H), 2.93 (d, 1H), 2.80 (d, 1H), 1.86-2.01 (m, 4...